From a dataset of the Open Reaction Database (ORD), a public repository of structured organic reaction records. describe an organic reaction: reactants, conditions, products, and yield Starting materials: CC(C)=O, Cl, [I-], [K+], O=N[O-], Nc1cc2ccccc2cc1CO, [Na+], [Na+], [Na+], O, O=S(=O)(O)O, O=S([O-])[O-]. The product is OCc1cc2ccccc2cc1I. As a reaction SMILES: [CH3:32][C:33](=[O:34])[CH3:35].[ClH:36].[I-:19].[K+:18].[N:14]([O-:15])=[O:16].[NH2:1][c:2]1[c:3]([CH2:12][OH:13])[cH:4][c:5]2[cH:6][cH:7][cH:8][cH:9][c:10]2[cH:11]1.[Na+:17].[Na+:29].[Na+:30].[OH2:31].[S:20](=[O:21])(=[O:22])([OH:23])[OH:24].[S:25]([O-:26])([O-:27])=[O:28]>>[c:2]1([I:19])[c:3]([CH2:12][OH:13])[cH:4][c:5]2[cH:6][cH:7][cH:8][cH:9][c:10]2[cH:11]1. The reactants are COC=O, [H-], [Na+], CN(C)C=O, O, COC(=O)COc1sccc1-c1ccccc1. Product: COC(=O)C(=CO)Oc1sccc1-c1ccccc1. Reaction SMILES: [CH:18](=[O:19])[O:20][CH3:21].[H-:22].[Na+:23].[O:25]=[CH:26][N:27]([CH3:28])[CH3:29].[OH2:24].[c:1]1(-[c:7]2[c:8]([O:12][CH2:13][C:14](=[O:15])[O:16][CH3:17])[s:9][cH:10][cH:11]2)[cH:2][cH:3][cH:4][cH:5][cH:6]1>>[c:1]1(-[c:7]2[c:8]([O:12][C:13]([C:14](=[O:15])[O:16][CH3:17])=[CH:18][OH:19])[s:9][cH:10][cH:11]2)[cH:2][cH:3][cH:4][cH:5][cH:6]1. Starting materials: BrC=1C(=NC=C(C(=O)NC2=CC=C(C=C2)OC(F)(F)F)C1)N1C[C@@H](CC1)O ((R)-5-bromo-6-(3-hydroxypyrrolidin-1-yl)-N-(4-(trifluoromethoxy)phenyl)nicotinamide), CC1(OB(OC1(C)C)C=1C=NOC1)C (4-(4,4,5,5-tetramethyl-1,3,2-dioxaborolan-2-yl)isoxazole). The product is O[C@H]1CN(CC1)C1=NC=C(C(=O)NC2=CC=C(C=C2)OC(F)(F)F)C=C1C=1C=NOC1 ((R)-6-(3-Hydroxypyrrolidin-1-yl)-5-(isoxazol-4-yl)-N-(4-(trifluoromethoxy)phenyl)nicotinamide). As a reaction SMILES: Br[C:2]1[C:3]([N:22]2[CH2:26][CH2:25][C@@H:24]([OH:27])[CH2:23]2)=[N:4][CH:5]=[C:6]([CH:21]=1)[C:7]([NH:9][C:10]1[CH:15]=[CH:14][C:13]([O:16][C:17]([F:20])([F:19])[F:18])=[CH:12][CH:11]=1)=[O:8].CC1(C)C(C)(C)OB([C:36]2[CH:37]=[N:38][O:39][CH:40]=2)O1>>[OH:27][C@@H:24]1[CH2:25][CH2:26][N:22]([C:3]2[C:2]([C:36]3[CH:37]=[N:38][O:39][CH:40]=3)=[CH:21][C:6]([C:7]([NH:9][C:10]3[CH:15]=[CH:14][C:13]([O:16][C:17]([F:20])([F:19])[F:18])=[CH:12][CH:11]=3)=[O:8])=[CH:5][N:4]=2)[CH2:23]1. Reported procedure: The title compound was prepared in an analogous fashion to that described in Example 7 using (R)-5-bromo-6-(3-hydroxypyrrolidin-1-yl)-N-(4-(trifluoromethoxy)phenyl)nicotinamide (Stage 6.1) and 4-(4,4,5,5-tetramethyl-1,3,2-dioxaborolan-2-yl)isoxazole to afford a white solid. LC-MS (Condition 2) tR=1.80 min, m/z=435.2-436.2 [M+H]+, m/z=433 [M−H]−; 1H-NMR (400 MHz, DMSO-d6) δ ppm 1.74-1.82 (m, 1H) 1.84-1.94 (m, 1H) 3.01 (d, J=11.25 Hz, 1H) 3.29-3.53 (m, 3H) 4.22-4.28 (m, 1H) 7.35 (d, J=8.80 Hz, 2H)... Reaction SMILES: [C:1]([CH3:2])([CH3:3])([CH3:4])[c:5]1[c:6]([NH:22][C:23]([CH2:24][CH:25]2[c:26]3[cH:27][cH:28][cH:29][cH:30][c:31]3[O:32][c:33]3[cH:34][cH:35][cH:36][cH:37][c:38]32)=[O:39])[cH:7][c:8]([CH2:11][CH2:12][CH:13]([CH2:14][CH:15]2[CH2:16][CH2:17][CH2:18][CH2:19][CH2:20]2)[OH:21])[cH:9][cH:10]1.[CH2:80]([Cl:81])[Cl:82].[CH3:71][N:72]([c:73]1[cH:74][cH:75][n:76][cH:77][cH:78]1)[CH3:79].[CH:40]1([N:41]=[C:42]=[N:43][CH:44]2[CH2:45][CH2:46][CH2:47][CH2:48][CH2:49]2)[CH2:50][CH2:51][CH2:52][CH2:53][CH2:54]1.[ClH:61].[cH:55]1[cH:56][cH:57][n:58][cH:59][cH:60]1.[n:62]1([CH2:67][C:68](=[O:69])[OH:70])[cH:63][n:64][cH:65][cH:66]1>>[C:1]([CH3:2])([CH3:3])([CH3:4])[c:5]1[c:6]([NH:22][C:23]([CH2:24][CH:25]2[c:26]3[cH:27][cH:28][cH:29][cH:30][c:31]3[O:32][c:33]3[cH:34][cH:35][cH:36][cH:37][c:38]32)=[O:39])[cH:7][c:8]([CH2:11][CH2:12][CH:13]([CH2:14][CH:15]2[CH2:16][CH2:17][CH2:18][CH2:19][CH2:20]2)[O:21][C:68]([CH2:67][n:62]2[cH:63][n:64][cH:65][cH:66]2)=[O:69])[cH:9][cH:10]1. Starting materials: CC(C)(C)c1ccc(CCC(O)CC2CCCCC2)cc1NC(=O)CC1c2ccccc2Oc2ccccc21, ClCCl, CN(C)c1ccncc1, C(=NC1CCCCC1)=NC1CCCCC1, Cl, c1ccncc1, O=C(O)Cn1ccnc1. Product: CC(C)(C)c1ccc(CCC(CC2CCCCC2)OC(=O)Cn2ccnc2)cc1NC(=O)CC1c2ccccc2Oc2ccccc21. The reactants are CN1C=NC=C1C(=O)C=1SC=CC1 ((1-methyl-1H-imidazol-5-yl)(2-thienyl)methanone), Cl.NO (hydroxylamine hydrochloride), Cl.NO (Hydroxylamine hydrochloride). Run in N1=CC=CC=C1 (pyridine). Reaction conditions: temperature 110 celsius, time 8 hour. Yields the product ON=C(C=1SC=CC1)C1=CN=CN1C (N-hydroxy-1-(1-methyl-1H-imidazol-5-yl)-1-(2-thienyl)methanimine). Reaction SMILES: [CH3:1][N:2]1[C:6]([C:7]([C:9]2[S:10][CH:11]=[CH:12][CH:13]=2)=O)=[CH:5][N:4]=[CH:3]1.Cl.[NH2:15][OH:16]>N1C=CC=CC=1>[OH:16][N:15]=[C:7]([C:6]1[N:2]([CH3:1])[CH:3]=[N:4][CH:5]=1)[C:9]1[S:10][CH:11]=[CH:12][CH:13]=1 |f:1.2|. Procedure: A solution of (1-methyl-1H-imidazol-5-yl)(2-thienyl)methanone (10.14 g, 52.7 mmol) and hydroxylamine hydrochloride (12.8 g, 185 mmol) in pyridine (60 mL) was stirred for 9 h at 50° C., then for 8 h at 60° C. Hydroxylamine hydrochloride (6.40 g, 92 mmol) was added again and the reaction mixture was stirred for 6 h at 110° C. After removal of the solvent in vacuo and addition of water (200 mL), the pH of the aqueous solution was adjusted to pH>7 by addition of aq. NaOH (1 M), which resulted in pre...